From a dataset of the Open Reaction Database (ORD), a public repository of structured organic reaction records. describe an organic reaction: reactants, conditions, products, and yield Starting materials: C(CCC)=C1C(N(C(S1)=O)CCCC1=CC=CC=2N1C=CN2)=O (5-butylidene-3-[3-(imidazo[1,2-a]pyridin-5-yl)propyl]thiazolidine-2,4-dione), Cl (hydrochloric acid). Run in CO (methanol). Yields the product Cl.C(CCC)=C1C(N(C(S1)=O)CCCC1=CC=CC=2N1C=CN2)=O (5-butylidene-3-[3-(imidazo[1,2-a]pyridin-5-yl)propyl]thiazolidine-2,4-dione hydrochloride). As a reaction SMILES: [CH:1](=[C:5]1[S:9][C:8](=[O:10])[N:7]([CH2:11][CH2:12][CH2:13][C:14]2[N:19]3[CH:20]=[CH:21][N:22]=[C:18]3[CH:17]=[CH:16][CH:15]=2)[C:6]1=[O:23])[CH2:2][CH2:3][CH3:4].[ClH:24]>CO>[ClH:24].[CH:1](=[C:5]1[S:9][C:8](=[O:10])[N:7]([CH2:11][CH2:12][CH2:13][C:14]2[N:19]3[CH:20]=[CH:21][N:22]=[C:18]3[CH:17]=[CH:16][CH:15]=2)[C:6]1=[O:23])[CH2:2][CH2:3][CH3:4] |f:3.4|. Procedure: To a solution of 1.22 g (3.70 mmol) of 5-butylidene-3-[3-(imidazo[1,2-a]pyridin-5-yl)propyl]thiazolidine-2,4-dione in 50 ml of methanol, 0.4 ml of concentrated hydrochloric acid was added. After the solvent was distilled off, the residue was washed with diethyl ether to yield 1.36 g (100%, light yellow solid) of the desired product. The reactants are CCOC1CC(C=C(C)C2OC(=O)C3CCCCN3C(=O)C(=O)C3(O)OC(C(OC)CC(C)CC(C)=CC(CC)C(=O)CCC2C)C(OC)CC3C)CCC1N=[N+]=[N-], c1ccc(P(c2ccccc2)c2ccccc2)cc1, c1ccccc1. Yields the product CCOC1CC(C=C(C)C2OC(=O)C3CCCCN3C(=O)C(=O)C3(O)OC(C(OC)CC(C)CC(C)=CC(CC)C(=O)CCC2C)C(OC)CC3C)CCC1N. RXN SMILES: [CH2:1]([CH3:2])[CH:3]1[C:4](=[O:58])[CH2:5][CH2:6][CH:7]([CH3:57])[CH:8]([C:42](=[CH:43][CH:44]2[CH2:45][CH:46]([O:53][CH2:54][CH3:55])[CH:47]([N:50]=[N+:51]=[N-:52])[CH2:48][CH2:49]2)[CH3:56])[O:9][C:10](=[O:41])[CH:11]2[CH2:12][CH2:13][CH2:14][CH2:15][N:16]2[C:17](=[O:40])[C:18](=[O:39])[C:19]2([OH:38])[CH:20]([CH3:37])[CH2:21][CH:22]([O:35][CH3:36])[CH:23]([CH:24]([O:32][CH3:33])[CH2:25][CH:26]([CH3:31])[CH2:27][C:28]([CH3:30])=[CH:29]1)[O:34]2.[c:59]1([P:60]([c:61]2[cH:62][cH:63][cH:64][cH:65][cH:66]2)[c:67]2[cH:68][cH:69][cH:70][cH:71][cH:72]2)[cH:73][cH:74][cH:75][cH:76][cH:77]1.[cH:78]1[cH:79][cH:80][cH:81][cH:82][cH:83]1>>[CH2:1]([CH3:2])[CH:3]1[C:4](=[O:58])[CH2:5][CH2:6][CH:7]([CH3:57])[CH:8]([C:42](=[CH:43][CH:44]2[CH2:45][CH:46]([O:53][CH2:54][CH3:55])[CH:47]([NH2:50])[CH2:48][CH2:49]2)[CH3:56])[O:9][C:10](=[O:41])[CH:11]2[CH2:12][CH2:13][CH2:14][CH2:15][N:16]2[C:17](=[O:40])[C:18](=[O:39])[C:19]2([OH:38])[CH:20]([CH3:37])[CH2:21][CH:22]([O:35][CH3:36])[CH:23]([CH:24]([O:32][CH3:33])[CH2:25][CH:26]([CH3:31])[CH2:27][C:28]([CH3:30])=[CH:29]1)[O:34]2.